Dataset: the Open Reaction Database (ORD), a public repository of structured organic reaction records. Task: describe an organic reaction: reactants, conditions, products, and yield Starting materials: CO, CC(C)O, CC(C)CC(C(=O)NN1C(=O)CNCC1=O)C(CCCc1ccccc1)C(=O)NOC1CCCCO1, O, Cc1ccc(S(=O)(=O)O)cc1. Product: CC(C)CC(C(=O)NN1C(=O)CNCC1=O)C(CCCc1ccccc1)C(=O)NO, Cc1ccc(S(=O)(=O)O)cc1. RXN SMILES: [CH3:53][OH:54].[CH:49]([OH:50])([CH3:51])[CH3:52].[O:1]1[CH2:2][CH2:3][CH2:4][CH2:5][CH:6]1[O:7][NH:8][C:9](=[O:10])[CH:11]([CH2:12][CH2:13][CH2:14][c:15]1[cH:16][cH:17][cH:18][cH:19][cH:20]1)[CH:21]([C:22](=[O:23])[NH:24][N:25]1[C:26](=[O:32])[CH2:27][NH:28][CH2:29][C:30]1=[O:31])[CH2:33][CH:34]([CH3:35])[CH3:36].[OH2:37].[c:38]1([CH3:48])[cH:39][cH:40][c:41]([S:44](=[O:45])(=[O:46])[OH:47])[cH:42][cH:43]1>>[OH:7][NH:8][C:9](=[O:10])[CH:11]([CH2:12][CH2:13][CH2:14][c:15]1[cH:16][cH:17][cH:18][cH:19][cH:20]1)[CH:21]([C:22](=[O:23])[NH:24][N:25]1[C:26](=[O:32])[CH2:27][NH:28][CH2:29][C:30]1=[O:31])[CH2:33][CH:34]([CH3:35])[CH3:36].[c:38]1([CH3:48])[cH:39][cH:40][c:41]([S:44](=[O:45])(=[O:46])[OH:47])[cH:42][cH:43]1. Starting materials: ClCCl, CO, Cl, CC(NC(=O)Cc1cc(F)cc(F)c1)C(=O)O, COC(=O)C(N)Cc1ccc2ccccc2c1. As a reaction SMILES: [CH2:38]([Cl:39])[Cl:40].[CH3:36][OH:37].[ClH:18].[F:1][c:2]1[cH:3][c:4]([CH2:9][C:10](=[O:11])[NH:12][CH:13]([CH3:14])[C:15](=[O:16])[OH:17])[cH:5][c:6]([F:8])[cH:7]1.[NH2:19][CH:20]([C:21](=[O:22])[O:23][CH3:24])[CH2:25][c:26]1[cH:27][c:28]2[cH:29][cH:30][cH:31][cH:32][c:33]2[cH:34][cH:35]1>>[F:1][c:2]1[cH:3][c:4]([CH2:9][C:10](=[O:11])[NH:12][CH:13]([CH3:14])[C:15](=[O:17])[NH:19][CH:20]([C:21](=[O:22])[O:23][CH3:24])[CH2:25][c:26]2[cH:27][c:28]3[cH:29][cH:30][cH:31][cH:32][c:33]3[cH:34][cH:35]2)[cH:5][c:6]([F:8])[cH:7]1. Yields the product COC(=O)C(Cc1ccc2ccccc2c1)NC(=O)C(C)NC(=O)Cc1cc(F)cc(F)c1. Starting materials: [OH-].[Na+] (sodium hydroxide), CN[C@@H](CC(C)C)C(=O)O (N-methylleucine), Cl (hydrochloric acid), ClC=1C=CC2=C(C(C(O2)=O)(C2=CC=CC=C2)CC(=O)Cl)C1 (2-(5-chloro-2,3-dihydro-2-oxo-3-phenyl-3-benzofuranyl)acetyl chloride), [OH-].[Na+] (sodium hydroxide). The solvent is O (water), O1CCCC1 (tetrahydrofuran), O1CCCC1 (tetrahydrofuran), O (water). Reaction conditions: temperature 5 celsius, time 3 hour. The product is CN([C@@H](CC(C)C)C(=O)O)C(CC1(C(OC2=C1C=C(C=C2)Cl)=O)C2=CC=CC=C2)=O (N-Methyl-N-[2-(5-chloro-2,3-dihydro-2-oxo-3-phenyl-3-benzofuranyl)acetyl]leucine). As a reaction SMILES: [OH-].[Na+].[CH3:3][NH:4][C@H:5]([C:10]([OH:12])=[O:11])[CH2:6][CH:7]([CH3:9])[CH3:8].[Cl:13][C:14]1[CH:15]=[CH:16][C:17]2[O:21][C:20](=[O:22])[C:19]([CH2:29][C:30](Cl)=[O:31])([C:23]3[CH:28]=[CH:27][CH:26]=[CH:25][CH:24]=3)[C:18]=2[CH:33]=1.Cl>O.O1CCCC1>[CH3:3][N:4]([C:30](=[O:31])[CH2:29][C:19]1([C:23]2[CH:24]=[CH:25][CH:26]=[CH:27][CH:28]=2)[C:18]2[CH:33]=[C:14]([Cl:13])[CH:15]=[CH:16][C:17]=2[O:21][C:20]1=[O:22])[C@H:5]([C:10]([OH:12])=[O:11])[CH2:6][CH:7]([CH3:9])[CH3:8] |f:0.1|. Reported procedure: 0.9 g of sodium hydroxide is added to a solution of 3 g of N-methylleucine in 70 ml of water and 40 ml of tetrahydrofuran. The medium is then cooled to 5° C. and a solution of 7.3 g of 2-(5-chloro-2,3-dihydro-2-oxo-3-phenyl-3-benzofuranyl)acetyl chloride in 50 ml of tetrahydrofuran and a solution of 0.9 g of sodium hydroxide in 22.7 ml of water are then added simultaneously in small portions so as to maintain the pH at 12. The mixture is stirred for 3 hours at room temperature and 22.7 ml of N h... Starting materials: C(=O)(O)C1=C(C=NC=C1)OC1=C(C=CC(=C1)OC)C1C(C(C2=CC=C(C=C12)OCCC)C1=CC2=C(C=C1)OCO2)C(=O)[O-] (3-[2-[(4-Carboxypyridin-3-yl)oxy]-4-methoxyphenyl]-1-(3,4-methylenedioxyphenyl)-5-(prop-1-yloxy)indane-2-carboxylate), [OH-].[Na+] (NaOH). Solvent: C(C)(C)O (isopropanol). Product: [Na+].[Na+].C(=O)(O)C1=C(C=NC=C1)OC1=C(C=CC(=C1)OC)C1C(C(C2=CC=C(C=C12)OCCC)C1=CC2=C(C=C1)OCO2)C(=O)[O-].C(=O)(O)C2=C(C=NC=C2)OC2=C(C=CC(=C2)OC)C2C(C(C1=CC=C(C=C21)OCCC)C2=CC1=C(C=C2)OCO1)C(=O)[O-] (3-[2-[(4-Carboxypyridin-3-yl)oxy]-4-methoxyphenyl]-1-(3,4-methylenedioxyphenyl)-5-(prop-1-yloxy)indane-2-carboxylate disodium salt). Isolated yield 71.6%. As a reaction SMILES: [C:1]([C:4]1[CH:9]=[CH:8][N:7]=[CH:6][C:5]=1[O:10][C:11]1[CH:16]=[C:15]([O:17][CH3:18])[CH:14]=[CH:13][C:12]=1[CH:19]1[C:27]2[C:22](=[CH:23][CH:24]=[C:25]([O:28][CH2:29][CH2:30][CH3:31])[CH:26]=2)[CH:21]([C:32]2[CH:37]=[CH:36][C:35]3[O:38][CH2:39][O:40][C:34]=3[CH:33]=2)[CH:20]1[C:41]([O-:43])=[O:42])([OH:3])=[O:2].[OH-].[Na+:45]>C(O)(C)C>[Na+:45].[Na+:45].[C:1]([C:4]1[CH:9]=[CH:8][N:7]=[CH:6][C:5]=1[O:10][C:11]1[CH:16]=[C:15]([O:17][CH3:18])[CH:14]=[CH:13][C:12]=1[CH:19]1[C:27]2[C:22](=[CH:23][CH:24]=[C:25]([O:28][CH2:29][CH2:30][CH3:31])[CH:26]=2)[CH:21]([C:32]2[CH:37]=[CH:36][C:35]3[O:38][CH2:39][O:40][C:34]=3[CH:33]=2)[CH:20]1[C:41]([O-:43])=[O:42])([OH:3])=[O:2].[C:1]([C:4]1[CH:9]=[CH:8][N:7]=[CH:6][C:5]=1[O:10][C:11]1[CH:16]=[C:15]([O:17][CH3:18])[CH:14]=[CH:13][C:12]=1[CH:19]1[C:27]2[C:22](=[CH:23][CH:24]=[C:25]([O:28][CH2:29][CH2:30][CH3:31])[CH:26]=2)[CH:21]([C:32]2[CH:37]=[CH:36][C:35]3[O:38][CH2:39][O:40][C:34]=3[CH:33]=2)[CH:20]1[C:41]([O-:43])=[O:42])([OH:3])=[O:2] |f:1.2,4.5.6.7|. Procedure details: To a solution of Methyl (1RS, 2SR, 3RS)-3-[2-[(4-Carboxypyridin-3-yl)oxy]-4-methoxyphenyl]-1-(3,4-methylenedioxyphenyl)-5-(prop-1-yloxy)indane-2-carboxylate (90, 0.15 mmol) in isopropanol (2 mL) was added 1M aqueous NaOH (0.3 mL, 0.3 mmol). The resulting mixture was heated to reflux for 12 h, then concentrated under reduced pressure. The residue was partitioned between dilute HCl and ethyl acetate. The ethyl acetate extract was washed with water and dried (Mg2SO4). The solvent was removed in vac... The reactants are Fc1ccc(Sc2c[nH]c3ccc(Br)cc23)cc1, O=CO, [Na+], [Na+], O=C([O-])[O-], O, OO. Product: O=S(=O)(c1ccc(F)cc1)c1c[nH]c2ccc(Br)cc12. As a reaction SMILES: [Br:1][c:2]1[cH:3][c:4]2[c:5]([S:11][c:12]3[cH:13][cH:14][c:15]([F:18])[cH:16][cH:17]3)[cH:6][nH:7][c:8]2[cH:9][cH:10]1.[CH:28]([OH:29])=[O:30].[Na+:21].[Na+:22].[O-:23][C:24](=[O:25])[O-:26].[OH2:27].[OH:19][OH:20]>>[Br:1][c:2]1[cH:3][c:4]2[c:5]([S:11]([c:12]3[cH:13][cH:14][c:15]([F:18])[cH:16][cH:17]3)(=[O:23])=[O:27])[cH:6][nH:7][c:8]2[cH:9][cH:10]1. Reactants: [N+](=O)([O-])C1=CC=C(C=C1)C=C(C(=O)O)C1=CC(=CC=C1)C(F)(F)F (3-(4-Nitro-phenyl)-2-(3-trifluoromethyl-phenyl)-acrylic acid). Reagents/catalysts: [Pd] (palladium/charcoal). The solvent is CO (methanol). Product: NC1=CC=C(C=C1)CC(C(=O)O)C1=CC(=CC=C1)C(F)(F)F (3-(4-Amino-phenyl)-2-(3-trifluoromethyl-phenyl)-propionic acid). Yield: 99.2%. RXN SMILES: [N+:1]([C:4]1[CH:9]=[CH:8][C:7]([CH:10]=[C:11]([C:15]2[CH:20]=[CH:19][CH:18]=[C:17]([C:21]([F:24])([F:23])[F:22])[CH:16]=2)[C:12]([OH:14])=[O:13])=[CH:6][CH:5]=1)([O-])=O>CO.[Pd]>[NH2:1][C:4]1[CH:9]=[CH:8][C:7]([CH2:10][CH:11]([C:15]2[CH:20]=[CH:19][CH:18]=[C:17]([C:21]([F:22])([F:23])[F:24])[CH:16]=2)[C:12]([OH:14])=[O:13])=[CH:6][CH:5]=1. Reported procedure: 3-(4-Nitro-phenyl)-2-(3-trifluoromethyl-phenyl)-acrylic acid (9.9 g, 29 mmol) was hydrogenated in methanol using palladium/charcoal (10%) as the catalyst in 13 hours. The catalyst was filtered off and the filtrate was evaporated to give 8.9 g of the desired product (98% yield). MS m/z: 310.2 (M+H)+. Reactants: C1(CC1)C1=CC=CC(=N1)CN1N=C(C2=C(C=CC=C12)NC(=O)C1=CN=C2N1C=CC(=C2)OCCN2C[C@H](N(CC2)C)C)C ((R)—N-(1-((6-cyclopropylpyridin-2-yl)methyl)-3-methyl-1H-indazol-4-yl)-7-(2-(3,4-dimethylpiperazin-1-yl)ethoxy)imidazo[1,2-a]pyridine-3-carboxamide), Cl.O1CCOCC1 (HCl dioxane). Run in C(Cl)Cl.CO (DCM MeOH). Run at time 1 hour. The product is Cl.Cl.C1(CC1)C1=CC=CC(=N1)CN1N=C(C2=C(C=CC=C12)NC(=O)C1=CN=C2N1C=CC(=C2)OCCN2C[C@H](N(CC2)C)C)C ((R)—N-(1-((6-cyclopropylpyridin-2-yl)methyl)-3-methyl-1H-indazol-4-yl)-7-(2-(3,4-dimethylpiperazin-1-yl)ethoxy)imidazo[1,2-a]pyridine-3-carboxamide Di-hydrochloride). Yield: 98.3%. RXN SMILES: [CH:1]1([C:4]2[N:9]=[C:8]([CH2:10][N:11]3[C:19]4[C:14](=[C:15]([NH:20][C:21]([C:23]5[N:27]6[CH:28]=[CH:29][C:30]([O:32][CH2:33][CH2:34][N:35]7[CH2:40][CH2:39][N:38]([CH3:41])[C@H:37]([CH3:42])[CH2:36]7)=[CH:31][C:26]6=[N:25][CH:24]=5)=[O:22])[CH:16]=[CH:17][CH:18]=4)[C:13]([CH3:43])=[N:12]3)[CH:7]=[CH:6][CH:5]=2)[CH2:3][CH2:2]1.[ClH:44].O1CCOCC1>C(Cl)Cl.CO>[ClH:44].[ClH:44].[CH:1]1([C:4]2[N:9]=[C:8]([CH2:10][N:11]3[C:19]4[C:14](=[C:15]([NH:20][C:21]([C:23]5[N:27]6[CH:28]=[CH:29][C:30]([O:32][CH2:33][CH2:34][N:35]7[CH2:40][CH2:39][N:38]([CH3:41])[C@H:37]([CH3:42])[CH2:36]7)=[CH:31][C:26]6=[N:25][CH:24]=5)=[O:22])[CH:16]=[CH:17][CH:18]=4)[C:13]([CH3:43])=[N:12]3)[CH:7]=[CH:6][CH:5]=2)[CH2:3][CH2:2]1 |f:1.2,3.4,5.6.7|. Reported procedure: (R)—N-(1-((6-cyclopropylpyridin-2-yl)methyl)-3-methyl-1H-indazol-4-yl)-7-(2-(3,4-dimethylpiperazin-1-yl)ethoxy)imidazo[1,2-a]pyridine-3-carboxamide (79.3 mg, 0.139 mmol) was taken up in 2 mL of 4:1 DCM/MeOH. 4M HCl/dioxane (0.069 mL, 0.278 mmol) was added and the mixture stirred at ambient temperature for one hour, then concentrated under reduced pressure and dried under vacuum for 16 hours to give 89 mg (100%) of the HCl salt. [α]D=+3.3° (c=1.0, CHCl3).